Dataset: the Open Reaction Database (ORD), a public repository of structured organic reaction records. Task: describe an organic reaction: reactants, conditions, products, and yield The reactants are CCOC(=O)CCN(CC(=O)OCC)C(=O)OCC, CC[O-], CCO, [Na+]. The product is CCOC(=O)C1CN(C(=O)OCC)CC1=O. Reaction SMILES: [CH2:1]([CH3:2])[O:3][C:4](=[O:5])[N:6]([CH2:7][CH2:8][C:9](=[O:10])[O:11][CH2:12][CH3:13])[CH2:14][C:15]([O:17][CH2:16][CH3:18])=[O:19].[CH3:20][CH2:21][O-:22].[CH3:24][CH2:25][OH:26].[Na+:23]>>[CH2:1]([CH3:2])[O:3][C:4](=[O:5])[N:6]1[CH2:7][CH:8]([C:9](=[O:10])[O:11][CH2:12][CH3:13])[C:15](=[O:17])[CH2:14]1. Starting materials: C(\C=C\CC\C=C\CC\C=C\C(=O)OCC)(=O)OCC (diethyl (E,E,E)-dodeca-2,6,10-trienedioate), [H-].C(C(C)C)[Al+]CC(C)C (diisobutylaluminium hydride). Run in C(Cl)Cl (methylene chloride). Run at temperature -78 celsius, time 1.5 hour. Product: C(\C=C\CC\C=C\CC\C=C\CO)O ((E,E,E)-dodeca-2,6,10-triene-1,12-diol). The yield is 96.5%. As a reaction SMILES: [C:1](OCC)(=[O:17])/[CH:2]=[CH:3]/[CH2:4][CH2:5]/[CH:6]=[CH:7]/[CH2:8][CH2:9]/[CH:10]=[CH:11]/[C:12](OCC)=[O:13].[H-].C([Al+]CC(C)C)C(C)C>C(Cl)Cl>[CH2:12]([OH:13])/[CH:11]=[CH:10]/[CH2:9][CH2:8]/[CH:7]=[CH:6]/[CH2:5][CH2:4]/[CH:3]=[CH:2]/[CH2:1][OH:17] |f:1.2|. Procedure: The solution of the ester 4c (4.01 g, 14.3 mmol) in methylene chloride (100 mL) was cooled to -78° C. and diisobutylaluminium hydride (16.0 g, 11.2 mmol) was added dropwise to the solution. The reaction mixture was stirred at -78° C. for 1.5 h and it was quenched with methanol (30 mL) followed by addition of saturated aqueous ammonium chloride solution (50 mL). The mixture was then warmed slowly to room temperature. The solid was filtered and washed with methylene chloride (3×50 mL). The combine... Reactants: Cl (HCl), O1CCOCC1 (dioxane), CC(C)(C)S(=O)NC1(COC1)C(F)(F)F (2-Methyl-N-(3-(trifluoromethyl)oxetan-3-yl)propane-2-sulfinamide). The solvent is CO (methanol). Run at time 5 hour. Yields the product Cl.FC(C1(COC1)N)(F)F (3-(Trifluoromethyl)oxetan-3-amine Hydrochloride). As a reaction SMILES: CC(S([NH:7][C:8]1([C:12]([F:15])([F:14])[F:13])[CH2:11][O:10][CH2:9]1)=O)(C)C.[ClH:16].O1CCOCC1>CO>[ClH:16].[F:13][C:12]([F:15])([F:14])[C:8]1([NH2:7])[CH2:11][O:10][CH2:9]1 |f:4.5|. Procedure: 2-Methyl-N-(3-(trifluoromethyl)oxetan-3-yl)propane-2-sulfinamide (52 mg, 0.212 mmol) was dissolved in methanol (1 mL). The solution was cooled down at ice-water bath and added slowly 4 N HCl in dioxane (240 μL, 0.954 mmol). The mixture was warmed to room temperature, stirred for 5 h, then concentrated. The solid was washed with ether twice then dried in vacuo to give the title compound (27 mg). Solvent: C(Cl)Cl (DCM). The reactants are CC(C)OC(=O)/N=N/C(=O)OC(C)C (DIAD), SC1=CC(=C(C=C1)OCC(=O)OCC)C (ethyl [(4-mercapto-2-methylphenyl)oxy]acetate), BrC1=CC=CC(=N1)C(COCC)O (1-(6-bromo-2-pyridinyl)-2-(ethyloxy)ethanol), C1=CC=C(C=C1)P(C2=CC=CC=C2)C3=CC=CC=C3 (PPh3). Product: BrC1=CC=CC(=N1)C(COCC)SC1=CC(=C(C=C1)OCC(=O)OCC)C (Ethyl [(4-{[1-(6-bromo-2-pyridinyl)-2-(ethyloxy)ethyl]thio}-2-methylphenyl)oxy]acetate). Reaction SMILES: [SH:1][C:2]1[CH:7]=[CH:6][C:5]([O:8][CH2:9][C:10]([O:12][CH2:13][CH3:14])=[O:11])=[C:4]([CH3:15])[CH:3]=1.[Br:16][C:17]1[N:22]=[C:21]([CH:23](O)[CH2:24][O:25][CH2:26][CH3:27])[CH:20]=[CH:19][CH:18]=1.C1C=CC(P(C2C=CC=CC=2)C2C=CC=CC=2)=CC=1.CC(OC(/N=N/C(OC(C)C)=O)=O)C>C(Cl)Cl>[Br:16][C:17]1[N:22]=[C:21]([CH:23]([S:1][C:2]2[CH:7]=[CH:6][C:5]([O:8][CH2:9][C:10]([O:12][CH2:13][CH3:14])=[O:11])=[C:4]([CH3:15])[CH:3]=2)[CH2:24][O:25][CH2:26][CH3:27])[CH:20]=[CH:19][CH:18]=1. Reported procedure: A solution of (ethyl [(4-mercapto-2-methylphenyl)oxy]acetate) (386 mg, 1.71 mmol), 1-(6-bromo-2-pyridinyl)-2-(ethyloxy)ethanol (352 mg, 1.43 mmol) and PPh3 (450 mg, 1.72 mmol) in DCM (17 mL) at 0° C. under nitrogen was stirred for 10 mins and then treated drop-wise with DIAD (0.34 mL, 1.73 mmol). The resulting mixture was then stirred, with slow warming to ambient temperature over 18 h. The mixture was then reduced under vacuum and the resulting yellow oil purified by SPE (silica, 20 g cartridge... The reactants are CCCC1CCC(CC(=O)NC(Cc2cc(F)cc(F)c2)C(O)CNCc2cccc(CC)c2)CC1=O, O=C(O)CC1CCCC(=O)C1. The product is CCc1cccc(CNCC(O)C(Cc2cc(F)cc(F)c2)NC(=O)CC2CCCC(=O)C2)c1. Reaction SMILES: [F:12][c:13]1[cH:14][c:15]([CH2:16][CH:17]([CH:18]([CH2:19][NH:20][CH2:21][c:22]2[cH:23][c:24]([CH2:28][CH3:29])[cH:25][cH:26][cH:27]2)[OH:30])[NH:31][C:32]([CH2:33][CH:34]2[CH2:35][C:36](=[O:43])[CH:37]([CH2:40][CH2:41][CH3:42])[CH2:38][CH2:39]2)=[O:44])[cH:45][c:46]([F:48])[cH:47]1.[O:1]=[C:2]1[CH2:3][CH2:4][CH2:5][CH:6]([CH2:7][C:8]([OH:9])=[O:10])[CH2:11]1>>[F:12][c:13]1[cH:14][c:15]([CH2:16][CH:17]([CH:18]([CH2:19][NH:20][CH2:21][c:22]2[cH:23][c:24]([CH2:28][CH3:29])[cH:25][cH:26][cH:27]2)[OH:30])[NH:31][C:32]([CH2:33][CH:34]2[CH2:35][C:36](=[O:43])[CH2:37][CH2:38][CH2:39]2)=[O:44])[cH:45][c:46]([F:48])[cH:47]1. Reactants: C(C1=CC=CC=C1)OC1=CC=C(OC=2C=C(C3=C(N(C=N3)C3=CC(=C(C(=O)NC)C=C3)C)C2)NCCC(F)(F)F)C=C1 (4-{6-[4-(Benzyloxy)phenoxy]-4-[(3,3,3-trifluoropropyl)amino]-1H-benzimidazol-1-yl}-N,2-dimethylbenzamide). The reagents and catalysts are [Pd] (palladium on charcoal). The solvent is C(C)O (ethanol). Reaction conditions: temperature 23 celsius, time 2 hour. The product is OC1=CC=C(OC=2C=C(C3=C(N(C=N3)C3=CC(=C(C(=O)NC)C=C3)C)C2)NCCC(F)(F)F)C=C1 (4-{6-(4-Hydroxyphenoxy)-4-[(3,3,3-trifluoropropyl)amino]-1H-benzimidazol-1-yl}-N,2-dimethylbenzamide). The yield is 56.4%. RXN SMILES: C([O:8][C:9]1[CH:42]=[CH:41][C:12]([O:13][C:14]2[CH:15]=[C:16]([NH:34][CH2:35][CH2:36][C:37]([F:40])([F:39])[F:38])[C:17]3[N:21]=[CH:20][N:19]([C:22]4[CH:31]=[CH:30][C:25]([C:26]([NH:28][CH3:29])=[O:27])=[C:24]([CH3:32])[CH:23]=4)[C:18]=3[CH:33]=2)=[CH:11][CH:10]=1)C1C=CC=CC=1>C(O)C.[Pd]>[OH:8][C:9]1[CH:10]=[CH:11][C:12]([O:13][C:14]2[CH:15]=[C:16]([NH:34][CH2:35][CH2:36][C:37]([F:39])([F:40])[F:38])[C:17]3[N:21]=[CH:20][N:19]([C:22]4[CH:31]=[CH:30][C:25]([C:26]([NH:28][CH3:29])=[O:27])=[C:24]([CH3:32])[CH:23]=4)[C:18]=3[CH:33]=2)=[CH:41][CH:42]=1. Procedure details: To a solution of 17.2 mg (30 μmol) 4-{6-[4-(Benzyloxy)phenoxy]-4-[(3,3,3-trifluoropropyl)amino]-1H-benzimidazol-1-yl}-N,2-dimethylbenzamide which was prepared according to example 47 in 0.7 mL ethanol were added 3.19 mg palladium on charcoal (10%) and the mixture was vigorously stirred under an atmosphere of hydrogen for 2 hours at 23° C. After filtration and removal of the solvent the residue was purified by chromatography to give 8.2 mg (54%) of the title compound. Reactants: NC=1C=C(C=CC1)O (3-Aminophenol), Cl.ClCCN(C)CCCl (2-chloro-N-(chloroethyl)-N-methylethanamine hydrochloride), C([O-])([O-])=O.[Na+].[Na+] (sodium carbonate). The solvent is C(CCC)O (1-butanol). Reaction conditions: time 48 hour. The product is CN1CCN(CC1)C=1C=C(C=CC1)O (3-(4-methylpiperazin-1-yl)phenol). RXN SMILES: [NH2:1][C:2]1[CH:3]=[C:4]([OH:8])[CH:5]=[CH:6][CH:7]=1.Cl.Cl[CH2:11][CH2:12][N:13]([CH2:15][CH2:16]Cl)[CH3:14].C(=O)([O-])[O-].[Na+].[Na+]>C(O)CCC>[CH3:14][N:13]1[CH2:15][CH2:16][N:1]([C:2]2[CH:3]=[C:4]([OH:8])[CH:5]=[CH:6][CH:7]=2)[CH2:11][CH2:12]1 |f:1.2,3.4.5|. Procedure details: 3-Aminophenol (2 g, 18 mmol) is brought to the reflux point of 1-butanol (30 ml) in the presence of 2-chloro-N-(chloroethyl)-N-methylethanamine hydrochloride (3.5 g, 18 mmol) and sodium carbonate (95 mg, 9 mmol). After 48 h, the reaction mixture is concentrated and adsorbed on silica and then purified by flash chromatography with a mixture (90/10) of dichloromethane/methanol.